Task: describe an organic reaction: reactants, conditions, products, and yield. Dataset: the Open Reaction Database (ORD), a public repository of structured organic reaction records RXN SMILES: [CH3:22][O:23][CH2:24][O:25][c:26]1[cH:27][cH:28][c:29]([CH2:32][CH2:33][CH:34]2[CH2:35][CH2:36][CH2:37][CH:38]([OH:42])[CH2:39][CH2:40][CH2:41]2)[cH:30][cH:31]1.[Cl:43][CH2:44][Cl:45].[Cr:1]([O:2][Cr:3]([O-:4])(=[O:5])=[O:6])([O-:7])(=[O:8])=[O:9].[nH+:10]1[cH:11][cH:12][cH:13][cH:14][cH:15]1.[nH+:16]1[cH:17][cH:18][cH:19][cH:20][cH:21]1>>[CH3:22][O:23][CH2:24][O:25][c:26]1[cH:27][cH:28][c:29]([CH2:32][CH2:33][CH:34]2[CH2:35][CH2:36][CH2:37][C:38](=[O:42])[CH2:39][CH2:40][CH2:41]2)[cH:30][cH:31]1. Product: COCOc1ccc(CCC2CCCC(=O)CCC2)cc1. Reactants: COCOc1ccc(CCC2CCCC(O)CCC2)cc1, ClCCl, O=[Cr](=O)([O-])O[Cr](=O)(=O)[O-], c1cc[nH+]cc1, c1cc[nH+]cc1. The reactants are C(CCC)NC1=NC(=C2N=C(N(C2=N1)CCC1COCC1)OC)N (N2-butyl-8-(methoxy)-9-[2-(tetrahydro-3-furanyl)ethyl]-9H-purine-2,6-diamine), Cl (HCl). Run in CO (methanol), O1CCOCC1 (1,4-dioxane). Product: NC1=C2NC(N(C2=NC(=N1)NCCCC)CCC1COCC1)=O (6-Amino-2-(butylamino)-9-[2-(tetrahydro-3-furanyl)ethyl]-7,9-dihydro-8H-Purin-8-one). The yield is 64.0%. RXN SMILES: [CH2:1]([NH:5][C:6]1[N:14]=[C:13]2[C:9]([N:10]=[C:11]([O:22]C)[N:12]2[CH2:15][CH2:16][CH:17]2[CH2:21][CH2:20][O:19][CH2:18]2)=[C:8]([NH2:24])[N:7]=1)[CH2:2][CH2:3][CH3:4].Cl>CO.O1CCOCC1>[NH2:24][C:8]1[N:7]=[C:6]([NH:5][CH2:1][CH2:2][CH2:3][CH3:4])[N:14]=[C:13]2[C:9]=1[NH:10][C:11](=[O:22])[N:12]2[CH2:15][CH2:16][CH:17]1[CH2:21][CH2:20][O:19][CH2:18]1. Procedure details: A solution of N2-butyl-8-(methoxy)-9-[2-(tetrahydro-3-furanyl)ethyl]-9H-purine-2,6-diamine (181 mg) in methanol (1 mL) was treated with 4N HCl in 1,4-dioxane (0.5 mL) for 1.5 h. The reaction was evaporated and the residue treated with water then basified with saturated sodium bicarbonate solution. The resulting solid was filtered, washed with water and dried to give the title compound (111 mg). Reactants: Cl.COC([C@H](CC1=CC=C(C=C1)C1=C(C=CC=C1)OC1=CC=CC=C1)N)=O ((2S)-Amino-3-(2′-phenoxy-biphenyl-4-yl)-propionic acid methyl ester HCl salt), BrC=1C=CC(=C(C(=O)O)C1)N (5-bromo-2-amino-benzoic acid). The product is COC([C@H](CC1=CC=C(C=C1)C1=C(C=CC=C1)OC1=CC=CC=C1)NC(C1=C(C=CC(=C1)Br)N)=O)=O ((S)-(2-Amino-5-bromo-benzoylamino)-3-(2′-phenoxy-biphenyl-4-yl)-propionic acid methyl ester). Yield: 80.0%. As a reaction SMILES: Cl.[CH3:2][O:3][C:4](=[O:27])[C@@H:5]([NH2:26])[CH2:6][C:7]1[CH:12]=[CH:11][C:10]([C:13]2[CH:18]=[CH:17][CH:16]=[CH:15][C:14]=2[O:19][C:20]2[CH:25]=[CH:24][CH:23]=[CH:22][CH:21]=2)=[CH:9][CH:8]=1.[Br:28][C:29]1[CH:30]=[CH:31][C:32]([NH2:38])=[C:33]([CH:37]=1)[C:34](O)=[O:35]>>[CH3:2][O:3][C:4](=[O:27])[C@@H:5]([NH:26][C:34](=[O:35])[C:33]1[CH:37]=[C:29]([Br:28])[CH:30]=[CH:31][C:32]=1[NH2:38])[CH2:6][C:7]1[CH:8]=[CH:9][C:10]([C:13]2[CH:18]=[CH:17][CH:16]=[CH:15][C:14]=2[O:19][C:20]2[CH:25]=[CH:24][CH:23]=[CH:22][CH:21]=2)=[CH:11][CH:12]=1 |f:0.1|. Procedure: (S)-(2-Amino-5-bromo-benzoylamino)-3-(2′-phenoxy-biphenyl-4-yl)-propionic acid methyl ester (1.53 g, 80%) was prepared from (2S)-Amino-3-(2′-phenoxy-biphenyl-4-yl)-propionic acid methyl ester HCl salt (1.0 g, 2.6 mmol, 5-bromo-2-amino-benzoic acid (0.5 g, 2.9 mmol) as described in general procedure A.